Dataset: the Open Reaction Database (ORD), a public repository of structured organic reaction records. Task: describe an organic reaction: reactants, conditions, products, and yield Reactants: C, CCO, CCOC(=O)c1ccc(N=[N+]=[N-])c(C)c1F, [Pd]. The product is CCOC(=O)c1ccc(N)c(C)c1F. Reaction SMILES: [C:20].[CH3:17][CH2:18][OH:19].[N:1](=[N+:2]=[N-:3])[c:4]1[c:5]([CH3:16])[c:6]([F:15])[c:7]([C:8](=[O:9])[O:10][CH2:11][CH3:12])[cH:13][cH:14]1.[Pd:21]>>[NH2:1][c:4]1[c:5]([CH3:16])[c:6]([F:15])[c:7]([C:8](=[O:9])[O:10][CH2:11][CH3:12])[cH:13][cH:14]1.